This data is from the Open Reaction Database (ORD), a public repository of structured organic reaction records. The task is: describe an organic reaction: reactants, conditions, products, and yield Starting materials: NC(CCC(=O)OC)C1=C(C=CC=C1OC)OC (methyl 4-amino-4-(2,6-dimethoxyphenyl)butanoate), CC1=NC(=NO1)C=1C=C(C=O)C=CC1 (3-(5-methyl-1,2,4-oxadiazol-3-yl)benzaldehyde). Product: COC1=C(C(=CC=C1)OC)C1CCC(N1CC1=CC(=CC=C1)C1=NOC(=N1)C)=O (5-(2,6-dimethoxyphenyl)-1-(3-(5-methyl-1,2,4-oxadiazol-3-yl)benzyl)pyrrolidin-2-one). As a reaction SMILES: [NH2:1][CH:2]([C:9]1[C:14]([O:15][CH3:16])=[CH:13][CH:12]=[CH:11][C:10]=1[O:17][CH3:18])[CH2:3][CH2:4][C:5]([O:7]C)=O.[CH3:19][C:20]1[O:24][N:23]=[C:22]([C:25]2[CH:26]=[C:27]([CH:30]=[CH:31][CH:32]=2)[CH:28]=O)[N:21]=1>>[CH3:18][O:17][C:10]1[CH:11]=[CH:12][CH:13]=[C:14]([O:15][CH3:16])[C:9]=1[CH:2]1[N:1]([CH2:28][C:27]2[CH:30]=[CH:31][CH:32]=[C:25]([C:22]3[N:21]=[C:20]([CH3:19])[O:24][N:23]=3)[CH:26]=2)[C:5](=[O:7])[CH2:4][CH2:3]1. Reported procedure: Prepared according to the described general procedure 2 (GP2) by reaction of methyl 4-amino-4-(2,6-dimethoxyphenyl)butanoate with commercially available 3-(5-methyl-1,2,4-oxadiazol-3-yl)benzaldehyde. Subsequent purification by preparative HPLC afforded the target compound. LC-MS (conditions A): tR=0.77 min.; [M+H]+: 394.03 g/mol. Starting materials: O1CCCC1 (THF), [PH2](=O)O (hypophosphorous acid), C1(=CC=CC=C1)C(C[Se]CC(C1=CC=CC=C1)N)N (phenyl-2-aminoethyl selenide), C1(=CC=CC=C1)[Se][Se]C1=CC=CC=C1 (Diphenyl diselenide), O1CCCC1 (tetrahydrofuran). The solvent is CCOCC (Et2O). Product: C1(=CC=CC=C1)C(C[Se]CC(C1=CC=CC=C1)N)N (Phenyl-2-aminoethyl selenide), [SeH-]=[Se] (diselenide). As a reaction SMILES: [C:1]1([CH:7]([NH2:19])[CH2:8][Se:9][CH2:10][CH:11]([NH2:18])[C:12]2[CH:17]=[CH:16][CH:15]=[CH:14][CH:13]=2)[CH:6]=[CH:5][CH:4]=[CH:3][CH:2]=1.C1([Se:26][Se:27]C2C=CC=CC=2)C=CC=CC=1.O1CCCC1.[PH2](O)=O>CCOCC>[C:1]1([CH:7]([NH2:19])[CH2:8][Se:9][CH2:10][CH:11]([NH2:18])[C:12]2[CH:13]=[CH:14][CH:15]=[CH:16][CH:17]=2)[CH:2]=[CH:3][CH:4]=[CH:5][CH:6]=1.[SeH-:26]=[Se:27]. Reported procedure: A preferred compound is phenyl-2-aminoethyl selenide and salts thereof. Phenyl-2-aminoethyl selenide (PAESe) was synthesized by employing the following procedure. Diphenyl diselenide, 24.707 g (79.16 mmol) was dissolved into 100 ml of tetrahydrofuran (THF) with steam heating. To the intensely dark red THF solution was added 9.84 ml (95 mmol, 1.2 eq.) of 50% hypophosphorous acid and the reaction was refluxed under argon for 6 hours, cooled, and diluted with 200 ml of Et2O and washed with 200 ml o... Starting materials: CCN(C(C)C)C(C)C, [Cl-], Cc1onc(-c2ccc(F)cc2)c1CNc1cc(C(=O)O)n(C)n1, [Na+], CN(C)C=O, O, On1nnc2ccccc21, CC(C)(O)CN. Yields the product Cc1onc(-c2ccc(F)cc2)c1CNc1cc(C(=O)NCC(C)(C)O)n(C)n1. Reaction SMILES: [CH2:36]([N:37]([CH:38]([CH3:39])[CH3:40])[CH:41]([CH3:42])[CH3:43])[CH3:44].[Cl-:52].[F:1][c:2]1[cH:3][cH:4][c:5](-[c:8]2[n:9][o:10][c:11]([CH3:24])[c:12]2[CH2:13][NH:14][c:15]2[cH:16][c:17]([C:21](=[O:22])[OH:23])[n:18]([CH3:20])[n:19]2)[cH:6][cH:7]1.[Na+:51].[O:53]=[CH:54][N:55]([CH3:56])[CH3:57].[OH2:25].[OH:26][n:27]1[c:28]2[cH:29][cH:30][cH:31][cH:32][c:33]2[n:34][n:35]1.[OH:45][C:46]([CH2:47][NH2:48])([CH3:49])[CH3:50]>>[F:1][c:2]1[cH:3][cH:4][c:5](-[c:8]2[n:9][o:10][c:11]([CH3:24])[c:12]2[CH2:13][NH:14][c:15]2[cH:16][c:17]([C:21](=[O:23])[NH:48][CH2:47][C:46]([OH:45])([CH3:49])[CH3:50])[n:18]([CH3:20])[n:19]2)[cH:6][cH:7]1. Reactants: O=S(=O)(Cc1ccccn1)c1ccc(F)c(Cl)c1, O=C(O)Cc1cc(O)cc(C(F)(F)F)c1. Yields the product O=C(O)Cc1cc(Oc2ccc(S(=O)(=O)Cc3ccccn3)cc2Cl)cc(C(F)(F)F)c1. RXN SMILES: [Cl:16][c:17]1[cH:18][c:19]([S:24](=[O:25])(=[O:26])[CH2:27][c:28]2[n:29][cH:30][cH:31][cH:32][cH:33]2)[cH:20][cH:21][c:22]1[F:23].[OH:1][c:2]1[cH:3][c:4]([CH2:12][C:13](=[O:14])[OH:15])[cH:5][c:6]([C:8]([F:9])([F:10])[F:11])[cH:7]1>>[O:1]([c:2]1[cH:3][c:4]([CH2:12][C:13](=[O:14])[OH:15])[cH:5][c:6]([C:8]([F:9])([F:10])[F:11])[cH:7]1)[c:22]1[c:17]([Cl:16])[cH:18][c:19]([S:24](=[O:25])(=[O:26])[CH2:27][c:28]2[n:29][cH:30][cH:31][cH:32][cH:33]2)[cH:20][cH:21]1. The reactants are Cl/C=C/[C@]1([C@@H](N2C(C[C@H]2S1(=O)=O)=O)C(=O)OC(C1=CC=CC=C1)C1=CC=CC=C1)C (benzhydryl (E)-(2S,3S,5R)-3-(2-chloro- vinyl) -3- methyl-4,4,7-trioxo-4-thia- 1-aza-bicyclo [3.2.0]heptane-2-carboxylate), C(C)C(C(=O)[O-])CCCC.[Na+] (sodium 2-ethylcaproate). The solvent is C1=C(C=CC=C1O)C (m-cresol), CC(=O)CC(C)C (isobutyl methyl ketone). Conditions: temperature 50 celsius, time 4 hour. Product: Cl/C=C/[C@]1([C@@H](N2C(C[C@H]2S1(=O)=O)=O)C(=O)[O-])C.[Na+] (Sodium (E)-(2S,3S,5R)-3-(2-chloro-vinyl)-3-methyl-4,4,7- trioxo-4-thia-1-aza-bicyclo[3.2.0]heptane-2-carboxylate). Reaction SMILES: [Cl:1]/[CH:2]=[CH:3]/[C@:4]1([CH3:30])[S:10](=[O:12])(=[O:11])[C@H:9]2[N:6]([C:7](=[O:13])[CH2:8]2)[C@H:5]1[C:14]([O:16]C(C1C=CC=CC=1)C1C=CC=CC=1)=[O:15].C(C(CCCC)C([O-])=O)C.[Na+:41]>C1C(O)=CC=CC=1C.CC(CC(C)C)=O>[Cl:1]/[CH:2]=[CH:3]/[C@:4]1([CH3:30])[S:10](=[O:12])(=[O:11])[C@H:9]2[N:6]([C:7](=[O:13])[CH2:8]2)[C@H:5]1[C:14]([O-:16])=[O:15].[Na+:41] |f:1.2,5.6|. Procedure: 385 mg (0.86 mmol) of benzhydryl (E)-(2S,3S,5R)-3-(2-chloro- vinyl) -3- methyl-4,4,7-trioxo-4-thia- 1-aza-bicyclo [3.2.0]heptane-2-carboxylate are dissolved in 2.3 ml of m-cresol under argon and stirred at 50° C. for 4 hours. Subsequently, the mixture was diluted with 15 ml of isobutyl methyl ketone, treated with 0.50 ml of sodium 2-ethylcaproate (2N solution in ethyl acetate) and extracted three times with 8 ml of water each time. The combined aqueous phases were washed once with 10 ml of isobu... Reactants: BrC1=CC=C2CCCC(C2=C1)(C)C (7-bromo-1,1-dimethyl-1,2,3,4-tetrahydro-naphthalene), BrC1=CC=C2CCCC(C2=C1)(C)C (7-bromo-1,1-dimethyl-1,2,3,4-tetrahydro-naphthalene), C(C)(C)(C)OO (tert-butyl hydroperoxide). Reagents/catalysts: [O-2].[Cr+6].[O-2].[O-2] (chromium (VI) oxide). RXN SMILES: [Br:1][C:2]1[CH:11]=[C:10]2[C:5]([CH2:6][CH2:7][CH2:8][C:9]2([CH3:13])[CH3:12])=[CH:4][CH:3]=1.C([O:18]O)(C)(C)C>ClCCl.O.[O-2].[Cr+6].[O-2].[O-2]>[Br:1][C:2]1[CH:11]=[C:10]2[C:5](=[CH:4][CH:3]=1)[C:6](=[O:18])[CH2:7][CH2:8][C:9]2([CH3:13])[CH3:12] |f:4.5.6.7|. Yield: 79.0%. Reported procedure: To a solution of 7-bromo-1,1-dimethyl-1,2,3,4-tetrahydro-naphthalene (Compound 2, 1.1 g, 4.62 mmol) in 10 mL of dichloromethane was added chromium (VI) oxide (72 mg, 0.46 mmol) and 5 mL of tert-butyl hydroperoxide solution (TBHP). After stirring at room temperature for 8 h, the mixture was diluted with water (20 mL), extracted with diethyl ether (3×10 mL), washed with brine (1×10 mL), dried (MgSO4) and concentrated at reduced pressure. Purification by flash chromatography (90:10 hexane/ethyl ace... The product is BrC=1C=C2C(CCC(C2=CC1)=O)(C)C (6-Bromo-4,4-dimethyl-3,4-dihydro-2H-naphthalen-1-one). Run at time 8 hour. Solvent: O (water), ClCCl (dichloromethane). Starting materials: [Br-], CCOC(C)=O, Clc1cnnc(Cl)c1, Fc1ccc([Zn+])cc1, C1CCOC1, O. The product is Fc1ccc(-c2cc(Cl)cnn2)cc1. RXN SMILES: [Br-:9].[C:19]([O:20][CH2:21][CH3:22])(=[O:23])[CH3:24].[Cl:1][c:2]1[n:3][n:4][cH:5][c:6]([Cl:8])[cH:7]1.[F:10][c:11]1[cH:12][cH:13][c:14]([Zn+:17])[cH:15][cH:16]1.[O:25]1[CH2:26][CH2:27][CH2:28][CH2:29]1.[OH2:18]>>[c:2]1(-[c:14]2[cH:13][cH:12][c:11]([F:10])[cH:16][cH:15]2)[n:3][n:4][cH:5][c:6]([Cl:8])[cH:7]1.